This data is from the Open Reaction Database (ORD), a public repository of structured organic reaction records. The task is: describe an organic reaction: reactants, conditions, products, and yield Starting materials: O1C(CCCC1)OCCCCCCCCCCCCCCCCC(=O)OCC (ethyl 17-(tetrahydropyran-2-yl-oxy)-heptadecanoate), CC1=CC=C(C=C1)S(=O)(=O)[O-].C1=CC=[NH+]C=C1 (PPTS), CCO (EtOH). Run in CCOC(=O)C (EtOAc). Yields the product OCCCCCCCCCCCCCCCCC(=O)OCC (Ethyl 17-hydroxy-heptadecanoate). Isolated yield 92.3%. Reaction SMILES: O1CCCCC1[O:7][CH2:8][CH2:9][CH2:10][CH2:11][CH2:12][CH2:13][CH2:14][CH2:15][CH2:16][CH2:17][CH2:18][CH2:19][CH2:20][CH2:21][CH2:22][CH2:23][C:24]([O:26][CH2:27][CH3:28])=[O:25].CC1C=CC(S([O-])(=O)=O)=CC=1.C1C=C[NH+]=CC=1.CCO>CCOC(C)=O>[OH:7][CH2:8][CH2:9][CH2:10][CH2:11][CH2:12][CH2:13][CH2:14][CH2:15][CH2:16][CH2:17][CH2:18][CH2:19][CH2:20][CH2:21][CH2:22][CH2:23][C:24]([O:26][CH2:27][CH3:28])=[O:25] |f:1.2|. Procedure details: Ethyl 17-(tetrahydropyran-2-yl-oxy)-heptadecanoate 78 (365 mg, 0.916 mmol) and PPTS (12 mg, 0.046 mmol) were dissolved in abs. EtOH (6 ml) and the reaction mixture was stirred at 45° C. for 10 h. Reaction mixture was diluted with EtOAc and washed with H2O. The extract was dried over Na2SO4 and evaporated. The residue was purified by silica gel chromatography in hexane-EtOAc (95:5, 90:10) to yield the product 79 (266 mg, 92%). Starting materials: COC1=C(C#N)C=CC=C1OC (2,3-dimethoxybenzonitrile), C[Mg]Br (methylmagnesium bromide), CCOCC (Et2O), CC(=O)O (AcOH). Reaction conditions: time 16 hour. Product: CC(=O)C1=C(C(=CC=C1)OC)OC (2,3-Dimethoxyacetophenone). Isolated yield 92.5%. RXN SMILES: C[O:2][C:3]1[C:10](OC)=C[CH:8]=[CH:7][C:4]=1[C:5]#N.C[Mg]Br.C[C:17](O)=[O:18].C[CH2:21][O:22][CH2:23][CH3:24]>>[CH3:10][C:3]([C:4]1[CH:7]=[CH:8][CH:24]=[C:23]([O:22][CH3:21])[C:5]=1[O:18][CH3:17])=[O:2]. Reported procedure: To a stirred solution of 2,3-dimethoxybenzonitrile (25)(5.0 g, 30 mmol) in Et2O (12.5 mL) under N2 atmosphere was added methylmagnesium bromide (37% in Et2O) (12.5 mL, 37 mmol). The mixture was stirred for 16 h, and then 50% AcOH (20 mL) was added. After it was stirred for 30 min, the solution was poured into crushed ice, extracted with CH2Cl2, washed with 10% Na2CO3 and then with water, dried over MgSO4 and concentrated. The crude was purified by column chromatography (SiO2, n-hexane: EtOAc=4:1... Reactants: CI, CO, COc1cc(-c2[nH]c(=S)[nH]c2-c2ccc(F)cc2)ccn1. Yields the product COc1cc(-c2[nH]c(SC)nc2-c2ccc(F)cc2)ccn1. Reaction SMILES: [CH3:22][I:23].[CH3:24][OH:25].[F:1][c:2]1[cH:3][cH:4][c:5](-[c:8]2[nH:9][c:10](=[S:21])[nH:11][c:12]2-[c:13]2[cH:14][c:15]([O:19][CH3:20])[n:16][cH:17][cH:18]2)[cH:6][cH:7]1>>[F:1][c:2]1[cH:3][cH:4][c:5](-[c:8]2[n:9][c:10]([S:21][CH3:22])[nH:11][c:12]2-[c:13]2[cH:14][c:15]([O:19][CH3:20])[n:16][cH:17][cH:18]2)[cH:6][cH:7]1.